Dataset: the Open Reaction Database (ORD), a public repository of structured organic reaction records. Task: describe an organic reaction: reactants, conditions, products, and yield The reactants are [Br-], C=CCCOc1cc(-c2cccc(C=Nc3c(C(C)C)cccc3C(C)C)n2)c(C)cc1C, Cc1ccccc1, [Mg+]c1ccccc1. Product: C=CCCOc1cc(-c2cccc(C(Nc3c(C(C)C)cccc3C(C)C)c3ccccc3)n2)c(C)cc1C. Reaction SMILES: [Br-:34].[CH2:1]([CH2:2][CH:3]=[CH2:4])[O:5][c:6]1[c:7]([CH3:33])[cH:8][c:9]([CH3:32])[c:10](-[c:12]2[cH:13][cH:14][cH:15][c:16]([CH:18]=[N:19][c:20]3[c:21]([CH:29]([CH3:30])[CH3:31])[cH:22][cH:23][cH:24][c:25]3[CH:26]([CH3:27])[CH3:28])[n:17]2)[cH:11]1.[CH3:42][c:43]1[cH:44][cH:45][cH:46][cH:47][cH:48]1.[c:35]1([Mg+:41])[cH:36][cH:37][cH:38][cH:39][cH:40]1>>[CH2:1]([CH2:2][CH:3]=[CH2:4])[O:5][c:6]1[c:7]([CH3:33])[cH:8][c:9]([CH3:32])[c:10](-[c:12]2[cH:13][cH:14][cH:15][c:16]([CH:18]([NH:19][c:20]3[c:21]([CH:29]([CH3:30])[CH3:31])[cH:22][cH:23][cH:24][c:25]3[CH:26]([CH3:27])[CH3:28])[c:35]3[cH:36][cH:37][cH:38][cH:39][cH:40]3)[n:17]2)[cH:11]1.